Dataset: the Open Reaction Database (ORD), a public repository of structured organic reaction records. Task: describe an organic reaction: reactants, conditions, products, and yield Reactants: [N-]=[N+]=NBr, C=Cc1ccccc1, [Cu]. The product is [N-]=[N+]=NC=Cc1ccccc1. RXN SMILES: [Br:9][N:10]=[N+:11]=[N-:12].[CH2:1]=[CH:2][c:3]1[cH:4][cH:5][cH:6][cH:7][cH:8]1.[Cu:13]>>[CH:1](=[CH:2][c:3]1[cH:4][cH:5][cH:6][cH:7][cH:8]1)[N:10]=[N+:11]=[N-:12]. The reactants are CC(=CCCC(C)=O)CCC=C(COCOC)C (6,10-dimethyl-11-(methoxymethyl)oxy-5,9-undecadien-2-one), O1CCCC1 (tetrahydrofuran), [Cl-].[NH4+] (ammonium chloride). Conditions: time 3 hour. Product: CC(C#C)(CCC=C(CCC=C(COCOC)C)C)O (3,7,11-trimethyl-12-(methoxymethyl)oxy-6,10-dodecadien-1-in- 3-ol). Isolated yield 83.0%. RXN SMILES: [CH3:1][C:2]([CH2:9][CH2:10][CH:11]=[C:12]([CH3:18])[CH2:13][O:14][CH2:15][O:16][CH3:17])=[CH:3][CH2:4][CH2:5][C:6](=[O:8])[CH3:7].[Cl-].[NH4+].O1CC[CH2:23][CH2:22]1>>[CH3:7][C:6]([OH:8])([CH2:5][CH2:4][CH:3]=[C:2]([CH3:1])[CH2:9][CH2:10][CH:11]=[C:12]([CH3:18])[CH2:13][O:14][CH2:15][O:16][CH3:17])[C:22]#[CH:23] |f:1.2|. Reported procedure: A solution of 6,10-dimethyl-11-(methoxymethyl)oxy-5,9-undecadien-2-one (67 mg, 0.26 mmol) in tetrahydrofuran (2 ml) was stirred on an ice bath under argon atmosphere. To the solution was added lithium acetylide ethylenediamine complex (30 mg, 0.33 mmol), and the mixture was warmed to room temperature and stirred for 3 hours. After addition of saturated aqueous ammonium chloride (2 ml), the reaction mixture was extracted with ether. The extract was dried over Na2SO4 and evaporated in vacuo to rem...